Task: describe an organic reaction: reactants, conditions, products, and yield. Dataset: the Open Reaction Database (ORD), a public repository of structured organic reaction records The reactants are C(C)(C)(C)OC(=O)NN1C(C=2C(C1=O)=C(C=CC2C)C)=O (N-(t-butyloxycarbonylamino)-3,6-dimethylphthalimide), [H-].[Li+].[Al+3].[H-].[H-].[H-] (aluminum lithium hydride). Run in O1CCCC1 (tetrahydrofuran), O1CCCC1 (tetrahydrofuran). The product is C(C)(C)(C)OC(=O)NN1CC2=C(C=CC(=C2C1)C)C (N-(t-butyloxycarbonylamino)-4,7-dimethylisoindoline). The yield is 34.6%. As a reaction SMILES: [C:1]([O:5][C:6]([NH:8][N:9]1[C:13](=O)[C:12]2=[C:15]([CH3:20])[CH:16]=[CH:17][C:18]([CH3:19])=[C:11]2[C:10]1=O)=[O:7])([CH3:4])([CH3:3])[CH3:2].[H-].[Li+].[Al+3].[H-].[H-].[H-]>O1CCCC1>[C:1]([O:5][C:6]([NH:8][N:9]1[CH2:13][C:12]2[C:11](=[C:18]([CH3:19])[CH:17]=[CH:16][C:15]=2[CH3:20])[CH2:10]1)=[O:7])([CH3:4])([CH3:3])[CH3:2] |f:1.2.3.4.5.6|. Reported procedure: 63.9 g of N-(t-butyloxycarbonylamino)-3,6-dimethylphthalimide in 400 ml of absolute tetrahydrofuran are slowly dripped into a suspension of 20 g of aluminum lithium hydride in absolute tetrahydrofuran. The mixture is heated over 2 hours to the boiling point. Conventional processing yields 20 g of N-(t-butyloxycarbonylamino)-4,7-dimethylisoindoline. Reactants: ClC1=CC=C2C(=CNC2=C1)C(=O)N1CCC2(CC1)OC(C1=C2C=CC(=C1)F)=O (1′-[(6-chloro-1H-indol-3-yl)carbonyl]-5-fluoro-3H-spiro[2-benzofuran-1,4′-piperidin]-3-one), FC=1C=C(CCl)C=C(C1)F (3,5-difluorobenzyl chloride). Reported procedure: Following the general procedure III as described above, the alkylation of 1′-[(6-chloro-1H-indol-3-yl)carbonyl]-5-fluoro-3H-spiro[2-benzofuran-1,4′-piperidin]-3-one (prepared according to example 19) with commercially available 3,5-difluorobenzyl chloride gave the title compound. ES-MS m/e (%): 491.5 (M+H+). RXN SMILES: Cl[C:2]1[CH:10]=[C:9]2[C:5]([C:6]([C:11]([N:13]3[CH2:18][CH2:17][C:16]4([C:22]5[CH:23]=[CH:24][C:25]([F:27])=[CH:26][C:21]=5[C:20](=[O:28])[O:19]4)[CH2:15][CH2:14]3)=[O:12])=[CH:7][NH:8]2)=[CH:4][CH:3]=1.[F:29][C:30]1[CH:31]=[C:32]([CH:35]=[C:36]([F:38])[CH:37]=1)[CH2:33]Cl>>[F:29][C:30]1[CH:31]=[C:32]([CH:35]=[C:36]([F:38])[CH:37]=1)[CH2:33][N:8]1[C:9]2[C:5](=[CH:4][CH:3]=[CH:2][CH:10]=2)[C:6]([C:11]([N:13]2[CH2:18][CH2:17][C:16]3([C:22]4[CH:23]=[CH:24][C:25]([F:27])=[CH:26][C:21]=4[C:20](=[O:28])[O:19]3)[CH2:15][CH2:14]2)=[O:12])=[CH:7]1. Yields the product FC=1C=C(CN2C=C(C3=CC=CC=C23)C(=O)N2CCC3(CC2)OC(C2=C3C=CC(=C2)F)=O)C=C(C1)F (1′-{[1-(3,5-Difluorobenzyl)-1H-indol-3-yl]carbonyl}-5-fluoro-3H-spiro[2-benzofuran-1,4′-piperidin]-3-one). Reactants: COC(CNC(C1=C(C=C(C(=C1)Cl)OC1=C(C=NC=C1)C(=O)N1CCN(C2=CC=CC=C12)C1CC1)Cl)=O)=O ({2,5-Dichloro-4-[3-(4-cyclopropyl-3,4-dihydro-2H-quinoxaline-1-carbonyl)-pyridin-4-yloxy]-benzoylamino}-acetic acid methyl ester), C(C)OC(=O)C=1SC(=NN1)N (5-amino-[1,3,4]thiadiazole-2-carboxylic acid ethyl ester). Solvent: CCCCCCC.C(C)(=O)OCC (n-heptane ethyl acetate). The product is C(C)OC(=O)C=1SC(=NN1)NC(C1=C(C=C(C(=C1)Cl)OC1=C(C=NC=C1)C(=O)N1CCN(C2=CC=CC=C12)C1CC1)Cl)=O (5-{2,5-Dichloro-4-[3-(4-cyclopropyl-3,4-dihydro-2H-quinoxaline-1-carbonyl)-pyridin-4-yloxy]-benzoylamino}-[1,3,4]thiadiazole-2-carboxylic acid ethyl ester). RXN SMILES: COC(=O)CN[C:6](=[O:37])[C:7]1[CH:12]=[C:11]([Cl:13])[C:10]([O:14][C:15]2[CH:20]=[CH:19][N:18]=[CH:17][C:16]=2[C:21]([N:23]2[C:32]3[C:27](=[CH:28][CH:29]=[CH:30][CH:31]=3)[N:26]([CH:33]3[CH2:35][CH2:34]3)[CH2:25][CH2:24]2)=[O:22])=[CH:9][C:8]=1[Cl:36].[CH2:39]([O:41][C:42]([C:44]1[S:45][C:46]([NH2:49])=[N:47][N:48]=1)=[O:43])[CH3:40]>CCCCCCC.C(OCC)(=O)C>[CH2:39]([O:41][C:42]([C:44]1[S:45][C:46]([NH:49][C:6](=[O:37])[C:7]2[CH:12]=[C:11]([Cl:13])[C:10]([O:14][C:15]3[CH:20]=[CH:19][N:18]=[CH:17][C:16]=3[C:21]([N:23]3[C:32]4[C:27](=[CH:28][CH:29]=[CH:30][CH:31]=4)[N:26]([CH:33]4[CH2:35][CH2:34]4)[CH2:25][CH2:24]3)=[O:22])=[CH:9][C:8]=2[Cl:36])=[N:47][N:48]=1)=[O:43])[CH3:40] |f:2.3|. Procedure: The title compound was prepared in analogy to Example 1, from 2,5-dichloro-4-[3-(4-cyclopropyl-3,4-dihydro-2H-quinoxaline-1-carbonyl)-pyridin-4-yloxy]-benzoic acid (Example 29, intermediate) and 5-amino-[1,3,4]thiadiazole-2-carboxylic acid ethyl ester (commercially available, CAS RN 64837-53-2) and using a gradient of n-heptane:ethyl acetate (100:0 to 0:100) for the chromatographic purification. Yellow solid (67%). MS (ESI): m/z=652.12 [M+H]+. The reactants are CCOC(=O)c1ccc2cc3n(c2c1)C(C)CNC3=O, C1CCOC1, CCO, [Na+], [OH-]. The product is CC1CNC(=O)c2cc3ccc(C(=O)O)cc3n21. Reaction SMILES: [CH2:1]([CH3:2])[O:3][C:4](=[O:5])[c:6]1[cH:7][cH:8][c:9]2[cH:10][c:11]3[n:12]([c:13]2[cH:14]1)[CH:15]([CH3:20])[CH2:16][NH:17][C:18]3=[O:19].[CH2:23]1[O:24][CH2:25][CH2:26][CH2:27]1.[CH3:28][CH2:29][OH:30].[Na+:22].[OH-:21]>>[O:3]=[C:4]([OH:5])[c:6]1[cH:7][cH:8][c:9]2[cH:10][c:11]3[n:12]([c:13]2[cH:14]1)[CH:15]([CH3:20])[CH2:16][NH:17][C:18]3=[O:19].